Dataset: the Open Reaction Database (ORD), a public repository of structured organic reaction records. Task: describe an organic reaction: reactants, conditions, products, and yield Starting materials: ClC=1C=C(C=CC1Cl)CC(=O)N1CCNC2CCCC(C12)N1CCCC1 (2-(3,4-dichlorophenyl)-1-[(4aRS,8SR,8aRS)-8-(pyrrolidin-1-yl)-perhydroquinoxalin-1-yl]-ethan-1-one), [Cl-].COC(CC(=O)O)=O (malonic acid monomethyl ester chloride). The solvent is C(Cl)Cl (CH2Cl2). Conditions: time 8 hour. The product is ClC=1C=C(C=CC1Cl)CC(=O)N1CCN(C2CCCC(C12)N1CCCC1)C(CC(=O)O)=O (3-{(4aRS,8SR,8aRS)-1-[2-(3,4-dichlorophenyl)acetyl]-8-(pyrrolidin-1-yl)-perhydroquinoxalin-4-yl}-3-oxopropionic acid). As a reaction SMILES: [Cl:1][C:2]1[CH:3]=[C:4]([CH2:9][C:10]([N:12]2[CH:21]3[CH:16]([CH2:17][CH2:18][CH2:19][CH:20]3[N:22]3[CH2:26][CH2:25][CH2:24][CH2:23]3)[NH:15][CH2:14][CH2:13]2)=[O:11])[CH:5]=[CH:6][C:7]=1[Cl:8].[Cl-].C[O:29][C:30](=[O:35])[CH2:31][C:32](O)=[O:33]>C(Cl)Cl>[Cl:1][C:2]1[CH:3]=[C:4]([CH2:9][C:10]([N:12]2[CH:21]3[CH:16]([CH2:17][CH2:18][CH2:19][CH:20]3[N:22]3[CH2:26][CH2:25][CH2:24][CH2:23]3)[N:15]([C:32](=[O:33])[CH2:31][C:30]([OH:35])=[O:29])[CH2:14][CH2:13]2)=[O:11])[CH:5]=[CH:6][C:7]=1[Cl:8] |f:1.2|. Procedure details: Under N2, 2-(3,4-dichlorophenyl)-1-[(4aRS,8SR,8aRS)-8-(pyrrolidin-1-yl)-perhydroquinoxalin-1-yl]-ethan-1-one (103 mg, 0.26 mmol) was dissolved in absolute CH2Cl2 (13 ml) and malonic acid monomethyl ester chloride (42 mg, 0.31 mmol) was added dropwise. The mixture was stirred at room temperature overnight and then evaporated in vacuo. The residue was taken up in 20 ml and 2 N NaOH (2 ml) was added. The solution was stirred at room temperature overnight. Thereafter, the mixture was evaporated in v... Starting materials: C(C1=CC=CC=C1)C1OC(C(N(CC(OC(C(N(C(C(OC(C(N(CC(OC(C(N(C1=O)C)CC(C)C)=O)C)C)CC(C)C)=O)CC1=CC=CC=C1)=O)C)CC(C)C)=O)C)C)CC(C)C)=O (8,20-dibenzyl-5,11,17,23-tetraisobutyl-2,4,10,14,16,22-hexamethyl-1,7,13,19-tetraoxa-4,10,16,22-tetraaza-cyclotetracosan-6,9,12,18,21,24-hexaone), OCN1C(CCCCC1)=O (N-hydroxymethyl-ε-caprolactam), C([O-])(O)=O.[Na+] (sodium bicarbonate). Run in FC(S(=O)(=O)O)(F)F (trifluoromethanesulfonic acid). Run at time 20 hour. Product: C(C1=CC=CC=C1)C1OC(C(N(CC(OC(C(N(C(C(OC(C(N(CC(OC(C(N(C1=O)C)CC(C)C)=O)C)C)CC(C)C)=O)CC1=CC=C(C=C1)CN1C(CCCCC1)=O)=O)C)CC(C)C)=O)C)C)CC(C)C)=O (20-benzyl-8-[4-(2-oxoazepan-1-ylmethyl)benzyl]-5,11,17,23-tetraisobutyl-2,4,10,14,16,22-hexamethyl-1,7,13,19-tetraoxa-4,10,16,22-tetraaza-cyclotetracosan-6,9,12,18,21,24-hexaone). As a reaction SMILES: [CH2:1]([CH:8]1[C:31](=[O:32])[N:30]([CH3:33])[CH:29]([CH2:34][CH:35]([CH3:37])[CH3:36])[C:28](=[O:38])[O:27][CH:26]([CH3:39])[CH2:25][N:24]([CH3:40])[CH:23]([CH2:41][CH:42]([CH3:44])[CH3:43])[C:22](=[O:45])[O:21][CH:20]([CH2:46][C:47]2[CH:52]=[CH:51][CH:50]=[CH:49][CH:48]=2)[C:19](=[O:53])[N:18]([CH3:54])[CH:17]([CH2:55][CH:56]([CH3:58])[CH3:57])[C:16](=[O:59])[O:15][CH:14]([CH3:60])[CH2:13][N:12]([CH3:61])[CH:11]([CH2:62][CH:63]([CH3:65])[CH3:64])[C:10](=[O:66])[O:9]1)[C:2]1[CH:7]=[CH:6][CH:5]=[CH:4][CH:3]=1.O[CH2:68][N:69]1[CH2:75][CH2:74][CH2:73][CH2:72][CH2:71][C:70]1=[O:76].C(=O)(O)[O-].[Na+]>FC(F)(F)S(O)(=O)=O>[CH2:46]([CH:20]1[C:19](=[O:53])[N:18]([CH3:54])[CH:17]([CH2:55][CH:56]([CH3:58])[CH3:57])[C:16](=[O:59])[O:15][CH:14]([CH3:60])[CH2:13][N:12]([CH3:61])[CH:11]([CH2:62][CH:63]([CH3:65])[CH3:64])[C:10](=[O:66])[O:9][CH:8]([CH2:1][C:2]2[CH:3]=[CH:4][C:5]([CH2:68][N:69]3[CH2:75][CH2:74][CH2:73][CH2:72][CH2:71][C:70]3=[O:76])=[CH:6][CH:7]=2)[C:31](=[O:32])[N:30]([CH3:33])[CH:29]([CH2:34][CH:35]([CH3:37])[CH3:36])[C:28](=[O:38])[O:27][CH:26]([CH3:39])[CH2:25][N:24]([CH3:40])[CH:23]([CH2:41][CH:42]([CH3:44])[CH3:43])[C:22](=[O:45])[O:21]1)[C:47]1[CH:52]=[CH:51][CH:50]=[CH:49][CH:48]=1 |f:2.3|. Procedure details: At 0° C., 200 ml of trifluoromethanesulfonic acid were initially charged and 20 g (0.0217 mol) of 8,20-dibenzyl-5,11,17,23-tetraisobutyl-2,4,10,14,16,22-hexamethyl-1,7,13,19-tetraoxa-4,10,16,22-tetraaza-cyclotetracosan-6,9,12,18,21,24-hexaone (1-b) (for example from Ex. 1) and 6.2 g (0.0434 mmol) of N-hydroxymethyl-ε-caprolactam were added successively, and the mixture was stirred at room temperature for 20 h. The mixture was then poured onto ice, neutralized by addition of solid sodium bicarbon... The product is O=S(=O)(CC(O)CCCc1ncccn1)N1CCN(c2ncc(OCC(F)(F)F)cn2)CC1. RXN SMILES: [BH4-:34].[CH3:39][OH:40].[Cl:36][CH2:37][Cl:38].[Na+:35].[n:1]1[c:2]([CH2:7][CH2:8][CH2:9][C:10]([CH2:11][S:12](=[O:13])(=[O:14])[N:15]2[CH2:16][CH2:17][N:18]([c:21]3[n:22][cH:23][c:24]([O:27][CH2:28][C:29]([F:30])([F:31])[F:32])[cH:25][n:26]3)[CH2:19][CH2:20]2)=[O:33])[n:3][cH:4][cH:5][cH:6]1>>[n:1]1[c:2]([CH2:7][CH2:8][CH2:9][CH:10]([CH2:11][S:12](=[O:13])(=[O:14])[N:15]2[CH2:16][CH2:17][N:18]([c:21]3[n:22][cH:23][c:24]([O:27][CH2:28][C:29]([F:30])([F:31])[F:32])[cH:25][n:26]3)[CH2:19][CH2:20]2)[OH:33])[n:3][cH:4][cH:5][cH:6]1. Starting materials: [BH4-], CO, ClCCl, [Na+], O=C(CCCc1ncccn1)CS(=O)(=O)N1CCN(c2ncc(OCC(F)(F)F)cn2)CC1. The reactants are OC1CCC(CC1)C(=O)OCC1=CC=C(C=C1)OC (4-methoxybenzyl 4-hydroxycyclohexanoate), C(C1=CC=CC=C1)OC(=O)N[C@@H](C(C)C)C(=O)O (N-benzyloxycarbonyl-L-valine), C1(CCCCC1)N=C=NC1CCCCC1 (dicylohexyl-carbodiimide). Reagents/catalysts: CN(C1=CC=NC=C1)C (4-dimethylaminopyridine). The solvent is ClCCl (dichloromethane). Conditions: time 2 day. The product is C(C1=CC=CC=C1)OC(=O)N[C@@H](C(C)C)C(=O)OC1CCC(CC1)C(=O)OCC1=CC=C(C=C1)OC (4-methoxybenzyl 4-(N-benzyloxycarbonyl-L-valyloxy)-cyclohexanoate). Reaction SMILES: [OH:1][CH:2]1[CH2:7][CH2:6][CH:5]([C:8]([O:10][CH2:11][C:12]2[CH:17]=[CH:16][C:15]([O:18][CH3:19])=[CH:14][CH:13]=2)=[O:9])[CH2:4][CH2:3]1.[CH2:20]([O:27][C:28]([NH:30][C@H:31]([C:35](O)=[O:36])[CH:32]([CH3:34])[CH3:33])=[O:29])[C:21]1[CH:26]=[CH:25][CH:24]=[CH:23][CH:22]=1.C1(N=C=NC2CCCCC2)CCCCC1>CN(C)C1C=CN=CC=1.ClCCl>[CH2:20]([O:27][C:28]([NH:30][C@H:31]([C:35]([O:1][CH:2]1[CH2:7][CH2:6][CH:5]([C:8]([O:10][CH2:11][C:12]2[CH:17]=[CH:16][C:15]([O:18][CH3:19])=[CH:14][CH:13]=2)=[O:9])[CH2:4][CH2:3]1)=[O:36])[CH:32]([CH3:34])[CH3:33])=[O:29])[C:21]1[CH:26]=[CH:25][CH:24]=[CH:23][CH:22]=1. Procedure: To a cooled solution of 4-methoxybenzyl 4-hydroxycyclohexanoate (7.5 g, 28 mmole), 4-dimethylaminopyridine (0.73 g, 6 mmole) and N-benzyloxycarbonyl-L-valine (7.54 g, 30 mmole) in dichloromethane (90 ml) was added dicylohexyl-carbodiimide (6.8 g, 33 mmole) and the mixture was stirred for 2 days at room temperature. The mixture was cooled and the urethane was filtered. The solution was evaporated and 250 ml ethyl acetate was added. The organic phase was washed twice with 5% acetic acid, 5% sodium...